Dataset: the Open Reaction Database (ORD), a public repository of structured organic reaction records. Task: describe an organic reaction: reactants, conditions, products, and yield The reactants are O (water), C(C)OC(=O)N1CCC(CC1)C1=CNC2=NC=CC=C21 (4-(1H-pyrrolo[2,3-b]pyridin-3-yl)piperidine-1-carboxylic acid ethyl ester), BrCCOC (1-bromo-2-methoxyethane), [H-].[Na+] (sodium hydride). Run in CN(C)C=O (DMF). Product: C(C)OC(=O)N1CCC(CC1)C1=CN(C2=NC=CC=C21)CCOC (4-[1-(2-methoxyethyl)-1H-pyrrolo[2,3-b]pyridin-3-yl]-piperidine-1-carboxylic acid ethyl ester). Reaction SMILES: [CH2:1]([O:3][C:4]([N:6]1[CH2:11][CH2:10][CH:9]([C:12]2[C:20]3[C:15](=[N:16][CH:17]=[CH:18][CH:19]=3)[NH:14][CH:13]=2)[CH2:8][CH2:7]1)=[O:5])[CH3:2].[H-].[Na+].Br[CH2:24][CH2:25][O:26][CH3:27].O>CN(C=O)C>[CH2:1]([O:3][C:4]([N:6]1[CH2:11][CH2:10][CH:9]([C:12]2[C:20]3[C:15](=[N:16][CH:17]=[CH:18][CH:19]=3)[N:14]([CH2:24][CH2:25][O:26][CH3:27])[CH:13]=2)[CH2:8][CH2:7]1)=[O:5])[CH3:2] |f:1.2|. Procedure: 1.0 g (3.66 mmol) of 4-(1H-pyrrolo[2,3-b]pyridin-3-yl)piperidine-1-carboxylic acid ethyl ester were dissolved in 10 ml of DMF and, at room temperature, 0.19 g (4.76 mmol) of 60% sodium hydride were carefully added. This mixture was stirred for half an hour. 0.45 ml (5.12 mmol) of 1-bromo-2-methoxyethane were added dropwise and the mixture was further stirred for 24 hours at 60° C. The reaction mixture was cooled to room temperature and poured over cold water. The aqueous phase was extracted twic...